Dataset: the Open Reaction Database (ORD), a public repository of structured organic reaction records. Task: describe an organic reaction: reactants, conditions, products, and yield Starting materials: C(C1=CC=CC=C1)(C1=CC=CC=C1)(C1=CC=CC=C1)NC1=NN=C(S1)CC(=O)NC1[C@@H]2N(C(=CCS2)C(=O)OC(C2=CC=CC=C2)C2=CC=CC=C2)C1=O (benzhydryl 7-[2-(5-tritylamino-1,3,4-thiadiazol-2-yl)acetamido]-3-cephem-4-carboxylate), C1(=CC=CC=C1)OC (anisole), C(C)(C)OC(C)C (diisopropyl ether), FC(C(=O)O)(F)F (trifluoroacetic acid). Run in C(Cl)Cl (methylene chloride). Run at time 1.5 hour. Yields the product NC1=NN=C(S1)CC(=O)NC1[C@@H]2N(C(=C(CS2)C=C)C(=O)O)C1=O (7-[2-(5-amino-1,3,4-thiadiazol-2yl)-acetamido]-3-vinyl-3-cephem4- carboxylic acid). Yield: 24.3%. Reaction SMILES: C([NH:20][C:21]1[S:25][C:24]([CH2:26][C:27]([NH:29][CH:30]2[C:53](=[O:54])[N:32]3[C:33]([C:37]([O:39]C(C4C=CC=CC=4)C4C=CC=CC=4)=[O:38])=[CH:34][CH2:35][S:36][C@H:31]23)=[O:28])=[N:23][N:22]=1)(C1C=CC=CC=1)(C1C=CC=CC=1)C1C=CC=CC=1.[C:55]1(OC)C=CC=C[CH:56]=1.FC(F)(F)C(O)=O.C(OC(C)C)(C)C>C(Cl)Cl>[NH2:20][C:21]1[S:25][C:24]([CH2:26][C:27]([NH:29][CH:30]2[C:53](=[O:54])[N:32]3[C:33]([C:37]([OH:39])=[O:38])=[C:34]([CH:55]=[CH2:56])[CH2:35][S:36][C@H:31]23)=[O:28])=[N:23][N:22]=1. Procedure details: To a suspension of benzhydryl 7-[2-(5-tritylamino-1,3,4-thiadiazol-2-yl)acetamido]-3-cephem-4-carboxylate (2.6 g) in methylene chloride (30 ml) and anisole (2.1 g) was added trifluoroacetic acid (7.6 g) under ice-cooling, followed by stirring at ambient temperature for 1.5 hours. The reaction mixture was poured into diisopropyl ether (300 ml), and the precipitates were collected by filtration and suspended in water (40 ml). After adjusting to pH 7 with 10% aqueous sodium hydroxide, the aqueous s... Starting materials: Cl.N1=CC=CC=C1 (pyridine hydrochloride), Cl.N1=CC=CC2=CC=CC=C12 (quinoline hydrochloride). The product is Cl.N1CCCC2=CC=CC=C12 (1,2,3,4-tetrahydroquinoline hydrochloride). Isolated yield 100.0%. Reaction SMILES: [ClH:1].[N:2]1[C:11]2[C:6](=[CH:7][CH:8]=[CH:9][CH:10]=2)[CH:5]=[CH:4][CH:3]=1.Cl.N1C=CC=CC=1>>[ClH:1].[NH:2]1[C:11]2[C:6](=[CH:7][CH:8]=[CH:9][CH:10]=2)[CH2:5][CH2:4][CH2:3]1 |f:0.1,2.3,4.5|. Reported procedure: By operating under the same conditions, but substituting 132 mg of 2,6-lutidine hydrochloride, 165 mg of quinoline hydrochloride and, respectively, 169 mg of 1,2,3,4-tetrahydroquinoline hydrochloride for pyridine hydrochloride, there is obtained 600 mg (25%) 560 mg (24%) and, respectively, 780 mg (33%) of pure product.